This data is from the Open Reaction Database (ORD), a public repository of structured organic reaction records. The task is: describe an organic reaction: reactants, conditions, products, and yield The reactants are CC(C)(C)C1=C(C(=CC(=C1)N(C1=NN(C=C1)C1=CC=CC=C1)C)C(C)(C)C)O (2,6-bis (1,1-dimethylethyl)-4-(N-methyl-N-[1-phenyl-1H-pyrazol-3-yl]amino)phenol), C(CCC)[Li] (butyl lithium), O (water), C(C)(=O)Cl (acetyl chloride). Run in O1CCCC1 (tetrahydrofuran). Run at time 16 hour. Product: C(C)(=O)OC1=C(C=C(C=C1C(C)(C)C)N(C1=NN(C=C1)C1=CC=CC=C1)C)C(C)(C)C (2,6-bis(1,1-dimethylethyl)-4-(N-methyl-N-[1-phenyl-1H-pyrazol-3-yl]amino)phenyl acetate). RXN SMILES: [CH3:1][C:2]([C:5]1[CH:10]=[C:9]([N:11]([CH3:23])[C:12]2[CH:16]=[CH:15][N:14]([C:17]3[CH:22]=[CH:21][CH:20]=[CH:19][CH:18]=3)[N:13]=2)[CH:8]=[C:7]([C:24]([CH3:27])([CH3:26])[CH3:25])[C:6]=1[OH:28])([CH3:4])[CH3:3].C([Li])CCC.[C:34](Cl)(=[O:36])[CH3:35].O>O1CCCC1>[C:34]([O:28][C:6]1[C:5]([C:2]([CH3:1])([CH3:3])[CH3:4])=[CH:10][C:9]([N:11]([CH3:23])[C:12]2[CH:16]=[CH:15][N:14]([C:17]3[CH:22]=[CH:21][CH:20]=[CH:19][CH:18]=3)[N:13]=2)=[CH:8][C:7]=1[C:24]([CH3:27])([CH3:26])[CH3:25])(=[O:36])[CH3:35]. Reported procedure: To 2,6-bis (1,1-dimethylethyl)-4-(N-methyl-N-[1-phenyl-1H-pyrazol-3-yl]amino)phenol (0.6 g) in dry tetrahydrofuran (15 ml) at -78° under nitrogen was added butyl lithium (1.29 ml of 1.4M hexane solution). After 10 minutes acetyl chloride (0.2 ml) was added. The reaction was left for 16 hours, poured into water and extracted with ethyl acetate. Evaporation, and chromatography (silica, dichloromethane/hexane [1:1]) of the residue, followed by recrystallisation from hexane at -20° gave the title co...